Dataset: the Open Reaction Database (ORD), a public repository of structured organic reaction records. Task: describe an organic reaction: reactants, conditions, products, and yield Reactants: CO, CCO, Cc1ccccc1C#N, ClCCl, NO, O. The product is Cc1ccccc1C(N)=NO. As a reaction SMILES: [CH3:16][OH:17].[CH3:18][CH2:19][OH:20].[CH3:1][c:2]1[c:3]([C:4]#[N:5])[cH:6][cH:7][cH:8][cH:9]1.[Cl:13][CH2:14][Cl:15].[NH2:10][OH:11].[OH2:12]>>[CH3:1][c:2]1[c:3]([C:4]([NH2:5])=[N:10][OH:11])[cH:6][cH:7][cH:8][cH:9]1. The reactants are FC(C=1C=C(C=O)C=CC1)(F)F (3-(Trifluoromethyl)benzaldehyde), C(=C)[Mg]Br (vinyl magnesium bromide). The solvent is O1CCCC1 (tetrahydrofuran). Conditions: time 1 hour. Yields the product FC(C=1C=C(C=CC1)C(C=C)O)(F)F (1-[3-(trifluoromethyl)phenyl]prop-2-en-1-ol). As a reaction SMILES: [F:1][C:2]([F:12])([F:11])[C:3]1[CH:4]=[C:5]([CH:8]=[CH:9][CH:10]=1)[CH:6]=[O:7].[CH:13]([Mg]Br)=[CH2:14]>O1CCCC1>[F:1][C:2]([F:11])([F:12])[C:3]1[CH:4]=[C:5]([CH:6]([OH:7])[CH:13]=[CH2:14])[CH:8]=[CH:9][CH:10]=1. Procedure details: 3-(Trifluoromethyl)benzaldehyde (100 g) was added to a pre-cooled (0 to 5° C.) solution of vinyl magnesium bromide (862 mL; 1M) in tetrahydrofuran under the nitrogen atmosphere. The reaction mixture was stirred at room-temperature for one hour. After completion, the reaction was quenched with de-ionized water (500 mL) and dichloromethane (500 mL) was added. The dichloromethane layer was washed with sodium bicarbonate solution (7%; 500 mL), layers were separated and organic layer was concentrated... Starting materials: C1(=CCCCC1)C1=CC(=C(S1)C(=O)O)N(C1CCC(CC1)=O)C(=O)[C@@H]1CC[C@H](CC1)C (5-Cyclohex-1-enyl-3-[(trans-4-methyl-cyclohexanecarbonyl)-(4oxo-cyclohexyl)-amino]-thiophene-2-carboxylic acid), Cl.C(C)ON (ethoxyamine hydrochloride), C(C)(=O)[O-].[Na+] (sodium acetate), O (water). The solvent is O.CCO (H2O EtOH). Reaction conditions: time 24 hour. Yields the product C1(=CCCCC1)C1=CC(=C(S1)C(=O)O)N(C(=O)[C@@H]1CC[C@H](CC1)C)C1CCC(CC1)=NOCC (5-cyclohex-1-enyl-3-[(4-ethyoxyimino-cyclohexyl)-(trans-4-methyl-cyclohexanecarbonyl)-amino]-thiophene-2-carboxylic acid). The yield is 25.7%. RXN SMILES: [C:1]1([C:7]2[S:11][C:10]([C:12]([OH:14])=[O:13])=[C:9]([N:15]([C:23]([C@H:25]3[CH2:30][CH2:29][C@H:28]([CH3:31])[CH2:27][CH2:26]3)=[O:24])[CH:16]3[CH2:21][CH2:20][C:19](=O)[CH2:18][CH2:17]3)[CH:8]=2)[CH2:6][CH2:5][CH2:4][CH2:3][CH:2]=1.Cl.[CH2:33]([O:35][NH2:36])[CH3:34].C([O-])(=O)C.[Na+].O>O.CCO>[C:1]1([C:7]2[S:11][C:10]([C:12]([OH:14])=[O:13])=[C:9]([N:15]([CH:16]3[CH2:17][CH2:18][C:19](=[N:36][O:35][CH2:33][CH3:34])[CH2:20][CH2:21]3)[C:23]([C@H:25]3[CH2:26][CH2:27][C@H:28]([CH3:31])[CH2:29][CH2:30]3)=[O:24])[CH:8]=2)[CH2:6][CH2:5][CH2:4][CH2:3][CH:2]=1 |f:1.2,3.4,6.7|. Procedure details: To a solution of 5-Cyclohex-1-enyl-3-[(trans-4-methyl-cyclohexanecarbonyl)-(4oxo-cyclohexyl)-amino]-thiophene-2-carboxylic acid (0.055 g, 0.12 mmol) in 1 ml of H2O/EtOH (2:1) was added ethoxyamine hydrochloride (0.024 g, 0.24 mmol) and sodium acetate (0.032 g, 0.24 mmol). The reaction mixture was stirred at room temperature for 24 h and treated with water. The aqueous layer was extracted with CH2Cl2 (3×) and the organic layer was dried with sodium sulfate, filtered and concentrated under reduce ... Reactants: Cl.CN(CCCN=C=NCC)C (1-(3-dimethylamino propyl)-3-ethylcarbodiimide hydrochloride), ON1N=NC2=C1C=CC=C2 (1-hydroxybenzotriazole), CNC (dimethylamine), CC1=NN(C(=C1)C)C1=C(C=C(C=C1)C(=O)O)O (4-(3,5-dimethyl-1H-pyrazol-1-yl)-3-hydroxybenzene carboxylic acid). Solvent: CN(C)C=O (DMF), O (water). Conditions: time 4 hour. The product is CC1=NN(C(=C1)C)C1=C(C=C(C(=O)N(C)C)C=C1)O (4-(3,5-Dimethyl-1H-pyrazol-1-yl)-3-hydroxy-N,N-dimethylbenzamide). Yield: 28.4%. Reaction SMILES: [CH3:1][C:2]1[CH:6]=[C:5]([CH3:7])[N:4]([C:8]2[CH:13]=[CH:12][C:11]([C:14](O)=[O:15])=[CH:10][C:9]=2[OH:17])[N:3]=1.Cl.[CH3:19][N:20](C)[CH2:21]CCN=C=NCC.ON1C2C=CC=CC=2N=N1.CNC>CN(C=O)C.O>[CH3:1][C:2]1[CH:6]=[C:5]([CH3:7])[N:4]([C:8]2[CH:13]=[CH:12][C:11]([C:14]([N:20]([CH3:21])[CH3:19])=[O:15])=[CH:10][C:9]=2[OH:17])[N:3]=1 |f:1.2|. Procedure details: 36 mg of 4-(3,5-dimethyl-1H-pyrazol-1-yl)-3-hydroxybenzene carboxylic acid was dissolved in 0.4 ml of DMF, and 36 mg of 1-(3-dimethylamino propyl)-3-ethylcarbodiimide hydrochloride, 25 mg of 1-hydroxybenzotriazole, and 93 μl of dimethylamine (2.0M THF solution) were added and stirred at room temperature for 4 hours. To the reaction mixture was added 10 ml of water, and extracted with 15 ml of ethyl acetate. After the organic layer was dried over anhydrous magnesium sulfate, the solvent was disti...